Dataset: the Open Reaction Database (ORD), a public repository of structured organic reaction records. Task: describe an organic reaction: reactants, conditions, products, and yield Starting materials: O=C([O-])[O-], CC(C)(C)[Si](C)(C)OCC(O)CC#C[Si](C)(C)C, CO, [K+], [K+]. Yields the product C#CCC(O)CO[Si](C)(C)C(C)(C)C. RXN SMILES: [C:1](=[O:2])([O-:3])[O-:4].[C:7]([CH3:8])([CH3:9])([CH3:10])[Si:11]([O:12][CH2:13][CH:14]([CH2:15][C:16]#[C:17][Si:18]([CH3:19])([CH3:20])[CH3:21])[OH:22])([CH3:23])[CH3:24].[CH3:25][OH:26].[K+:5].[K+:6]>>[C:7]([CH3:8])([CH3:9])([CH3:10])[Si:11]([O:12][CH2:13][CH:14]([CH2:15][C:16]#[CH:17])[OH:22])([CH3:23])[CH3:24]. Reactants: [Cl-].[NH4+] (ammonium chloride), C(C1=CC=NC=C1)(=O)OCC (ethyl isonicotinate), FC=1C=C(C=CC1F)[Mg]Br (3,4-difluorophenyl magnesium bromide). Solvent: O1CCCC1 (tetrahydrofuran), O1CCCC1 (tetrahydrofuran). Reaction conditions: time 4 hour. Product: FC=1C=C(C=CC1F)C(O)(C1=CC=NC=C1)C1=CC(=C(C=C1)F)F (α, α-Bis(3,4-difluorophenyl)-4-pyridinemethanol). Reaction SMILES: [C:1]([O:9]CC)(=O)[C:2]1[CH:7]=[CH:6][N:5]=[CH:4][CH:3]=1.[F:12][C:13]1[CH:14]=[C:15]([Mg]Br)[CH:16]=[CH:17][C:18]=1[F:19].[Cl-].[NH4+]>O1CCCC1>[F:12][C:13]1[CH:14]=[C:15]([C:1]([C:16]2[CH:15]=[CH:14][C:13]([F:12])=[C:18]([F:19])[CH:17]=2)([C:2]2[CH:3]=[CH:4][N:5]=[CH:6][CH:7]=2)[OH:9])[CH:16]=[CH:17][C:18]=1[F:19] |f:2.3|. Procedure details: To a magnetically stirred solution of ethyl isonicotinate in dry tetrahydrofuran at 0° C. and under an atmosphere of nitrogen is slowly added a solution 2.2 equivalents of 3,4-difluorophenyl magnesium bromide in tetrahydrofuran. The solution is stirred at ambient temperature of 4 hr and is poured into an icy solution of ammonium chloride. The mixture is extracted with methylene chloride, and the organic phase is dried (sodium sulfate). The solvent is removed in vacuo to give a solid. This solid ... Starting materials: BrCCCCCCBr, OCCc1ccccc1, CCCC[N+](CCCC)(CCCC)CCCC, [Na+], [OH-], O, O=S(=O)([O-])O. Yields the product BrCCCCCCOCCc1ccccc1. As a reaction SMILES: [Br:10][CH2:11][CH2:12][CH2:13][CH2:14][CH2:15][CH2:16][Br:17].[CH2:1]([CH2:2][c:3]1[cH:4][cH:5][cH:6][cH:7][cH:8]1)[OH:9].[CH2:25]([N+:26]([CH2:27][CH2:28][CH2:29][CH3:30])([CH2:31][CH2:32][CH2:33][CH3:34])[CH2:35][CH2:36][CH2:37][CH3:38])[CH2:39][CH2:40][CH3:41].[Na+:19].[OH-:18].[OH2:42].[S:20](=[O:21])(=[O:22])([OH:23])[O-:24]>>[CH2:1]([CH2:2][c:3]1[cH:4][cH:5][cH:6][cH:7][cH:8]1)[O:9][CH2:16][CH2:15][CH2:14][CH2:13][CH2:12][CH2:11][Br:10].